From a dataset of the Open Reaction Database (ORD), a public repository of structured organic reaction records. describe an organic reaction: reactants, conditions, products, and yield Starting materials: NC1=CC=C(C=C1)C1=COC2=CC(=CC=C2C1=O)OCC=1C=C(C(=O)OCC=C)C=CC1 (prop-2-enyl 3-{[3-(4-aminophenyl)-4-oxochromen-7-yloxy]methyl}benzoate), N1=CC=CC=C1 (pyridine), CS(=O)(=O)Cl (methanesulfonyl chloride). The solvent is C(Cl)Cl (methylene chloride). Conditions: time 21 hour. The product is CS(=O)(=O)NC1=CC=C(C=C1)C1=COC2=CC(=CC=C2C1=O)OCC=1C=C(C(=O)OCC=C)C=CC1 (prop-2-enyl 3-[(3-{4-[(methylsulfonyl)amino]phenyl}-4-oxochromen-7-yloxy)methyl]benzoate). Reaction SMILES: [NH2:1][C:2]1[CH:7]=[CH:6][C:5]([C:8]2[C:17](=[O:18])[C:16]3[C:11](=[CH:12][C:13]([O:19][CH2:20][C:21]4[CH:22]=[C:23]([CH:30]=[CH:31][CH:32]=4)[C:24]([O:26][CH2:27][CH:28]=[CH2:29])=[O:25])=[CH:14][CH:15]=3)[O:10][CH:9]=2)=[CH:4][CH:3]=1.N1C=CC=CC=1.[CH3:39][S:40](Cl)(=[O:42])=[O:41]>C(Cl)Cl>[CH3:39][S:40]([NH:1][C:2]1[CH:3]=[CH:4][C:5]([C:8]2[C:17](=[O:18])[C:16]3[C:11](=[CH:12][C:13]([O:19][CH2:20][C:21]4[CH:22]=[C:23]([CH:30]=[CH:31][CH:32]=4)[C:24]([O:26][CH2:27][CH:28]=[CH2:29])=[O:25])=[CH:14][CH:15]=3)[O:10][CH:9]=2)=[CH:6][CH:7]=1)(=[O:42])=[O:41]. Reported procedure: To a mixture of prop-2-enyl 3-{[3-(4-aminophenyl)-4-oxochromen-7-yloxy]methyl}benzoate, prepared as described in Example 7A, (169.5 mg, 0.397 mmol) and anhydrous pyridine (34.5 mg, 0.44 mmol) in dry methylene chloride (3 ml) at 0° C. was added methanesulfonyl chloride (68.1 mg, 0.60 mmol). The mixture was then stirred at room temperature for 21 hours, then mixed with silics gel and the solvent removed under reduced pressure. Flash chromatography of the silica gel mixture, eluting with methylene ... The reactants are C1(=CC=CC=C1)O (phenol), C(C)SSCC (Ethyl disulfide), C(C)S (ethyl mercaptan), C1(=CC=CC=C1)O (phenol). The reagents and catalysts are CCCO.CCCO.CCCO.CCCO.[Zr] (zirconium n-propoxide), [Zr] (zirconium). Run in C(CC)O (n-propanol), C(CC)O (n-propanol). Run at temperature 200 celsius. Product: C(C)SC1=C(C=CC=C1)O (ortho-(ethylthio)phenol). Yield: 41.2%. RXN SMILES: [C:1]1([OH:7])[CH:6]=[CH:5][CH:4]=[CH:3][CH:2]=1.[CH2:8]([S:10]SCC)[CH3:9].C(S)C>C(O)CC.CCCO.CCCO.CCCO.CCCO.[Zr].[Zr]>[CH2:8]([S:10][C:2]1[CH:3]=[CH:4][CH:5]=[CH:6][C:1]=1[OH:7])[CH3:9] |f:4.5.6.7.8|. Procedure details: To phenol (35.3 g, 0.37 moles) was added 10.6 g of zirconium n-propoxide in n-propanol consisting of 21.6% zirconium (0.025 mole) and 10.8% free n-propanol. The mixture was distilled at atmospheric pressure removing n-propanol. Ethyl disulfide (30.6 g, 0.25 moles) was added, and the mixture was heated under nitrogen while ethyl mercaptan was removed continuously by distillation. Heating was continued for a total of 6.5 hours during which temperature slowly increased to 200° C. Distillation of th...